From a dataset of the Open Reaction Database (ORD), a public repository of structured organic reaction records. describe an organic reaction: reactants, conditions, products, and yield Yields the product ClC=1C=NC=C(C1)\C=C\C1=CC(=CC=C1)[N+](=O)[O-] (3-chloro-5-[(E)-2-(3-nitrophenyl)vinyl]pyridine). Starting materials: C([O-])(O)=O.[Na+] (sodium bicarbonate), [N+](=O)([O-])C=1C=C(C=C)C=CC1 (3-nitrostyrene), ClC=1C=NC=C(C1)Cl (3,5-dichloropyridine), C([O-])(O)=O.[Na+] (sodium bicarbonate). Reaction SMILES: [N+:1]([C:4]1[CH:5]=[C:6]([CH:9]=[CH:10][CH:11]=1)[CH:7]=[CH2:8])([O-:3])=[O:2].[Cl:12][C:13]1[CH:14]=[N:15][CH:16]=[C:17](Cl)[CH:18]=1.C(=O)(O)[O-].[Na+]>[Cl-].C([N+](CCCC)(CCCC)CCCC)CCC.CN(C)C=O.C([O-])(=O)C.[Pd+2].C([O-])(=O)C>[Cl:12][C:13]1[CH:14]=[N:15][CH:16]=[C:17](/[CH:8]=[CH:7]/[C:6]2[CH:9]=[CH:10][CH:11]=[C:4]([N+:1]([O-:3])=[O:2])[CH:5]=2)[CH:18]=1 |f:2.3,4.5,7.8.9|. Run at temperature 135 celsius, time 2 hour. Yield: 46.2%. Reagents/catalysts: [Cl-].C(CCC)[N+](CCCC)(CCCC)CCCC (tetrabutylammonium chloride), C(C)(=O)[O-].[Pd+2].C(C)(=O)[O-] (palladium(II) acetate). The solvent is CN(C=O)C (N,N-dimethylformamide). Procedure: A mixture of 3-nitrostyrene (3.98 g), 3,5-dichloropyridine (3.70 g), palladium(II) acetate (0.20 g), tetrabutylammonium chloride (7.0 g) and sodium bicarbonate (5.3 g) in N,N-dimethylformamide (35 ml) was stirred at 135° C. for 2 hours. Then the mixture was poured into aqueous sodium bicarbonate and extracted with ethyl acetate twice. The combined organic phase was washed with aqueous sodium bicarbonate and brine, dried over magnesium sulfate and concentrated. The resultant solid was collected a... As a reaction SMILES: F[C:2]1[CH:9]=[C:8]([N:10]2[C:22]3[CH:21]=[CH:20][CH:19]=[C:18]([C:23]4[CH:24]=[N:25][C:26]5[C:31]([CH:32]=4)=[CH:30][CH:29]=[CH:28][CH:27]=5)[C:17]=3[C:16]3[C:11]2=[CH:12][CH:13]=[CH:14][CH:15]=3)[CH:7]=[CH:6][C:3]=1[C:4]#[N:5].C(=O)([O-])[O-].[K+].[K+].[NH2:39][CH2:40][C:41]1[CH:42]=[N:43][N:44]([CH3:46])[CH:45]=1.[OH-:47].[Na+].OO>CS(C)=O.C(O)C>[CH3:46][N:44]1[CH:45]=[C:41]([CH2:40][NH:39][C:2]2[CH:9]=[C:8]([N:10]3[C:22]4[CH:21]=[CH:20][CH:19]=[C:18]([C:23]5[CH:24]=[N:25][C:26]6[C:31]([CH:32]=5)=[CH:30][CH:29]=[CH:28][CH:27]=6)[C:17]=4[C:16]4[C:11]3=[CH:12][CH:13]=[CH:14][CH:15]=4)[CH:7]=[CH:6][C:3]=2[C:4]([NH2:5])=[O:47])[CH:42]=[N:43]1 |f:1.2.3,5.6|. Procedure: The process is carried out as in stage 3 of Example 3, but using 165.4 mg of 2-fluoro-4-[4-(quinolin-3-yl)-9H-carbazol-9-yl]benzonitrile, obtained according to stage 1 of Example 32, 165.8 mg of potassium carbonate and 356 mg of 4-aminomethyl-1-methyl-1H-pyrazole in 1.7 ml of dimethyl sulphoxide, in a microwave for 1 hour and 30 minutes at 115° C. 0.76 ml of a 1M aqueous solution of sodium hydroxide, 0.735 ml of a 30% aqueous solution of hydrogen peroxide and 4 ml of ethanol are then added to th... Solvent: C(C)O (ethanol), CS(=O)C (dimethyl sulphoxide). The product is CN1N=CC(=C1)CNC1=C(C(=O)N)C=CC(=C1)N1C2=CC=CC=C2C=2C(=CC=CC12)C=1C=NC2=CC=CC=C2C1 (2-[(1-methyl-1H-pyrazol-4-yl)methylamino]-4-[4-(quinolin-3-yl)-9H-carbazol-9-yl]benzamide). The reactants are FC1=C(C#N)C=CC(=C1)N1C2=CC=CC=C2C=2C(=CC=CC12)C=1C=NC2=CC=CC=C2C1 (2-fluoro-4-[4-(quinolin-3-yl)-9H-carbazol-9-yl]benzonitrile), aqueous solution, [OH-].[Na+] (sodium hydroxide), aqueous solution, OO (hydrogen peroxide), C([O-])([O-])=O.[K+].[K+] (potassium carbonate), NCC=1C=NN(C1)C (4-aminomethyl-1-methyl-1H-pyrazole). The reactants are ClC=1C=CC(=NC1)NC(=O)C=1OC2=C(C1NC(CCCCC(=O)OC)=O)C=CC=C2 (Methyl 6-[(2-{[(5-chloropyridin-2-yl)amino]-carbonyl}benzofuran-3-yl)amino]-6-oxohexanoate), [OH-].[Na+] (sodium hydroxide), Cl (hydrochloric acid). Run in CO (methanol), O (water). Reaction conditions: time 4 hour. Product: ClC=1C=CC(=NC1)NC(=O)C=1OC2=C(C1NC(CCCCC(=O)O)=O)C=CC=C2 (6-[(2-{[(5-Chloropyridin-2-yl)amino]-carbonyl}benzofuran-3-yl)amino]-6-oxohexanoic acid). Isolated yield 85.1%. As a reaction SMILES: [Cl:1][C:2]1[CH:3]=[CH:4][C:5]([NH:8][C:9]([C:11]2[O:12][C:13]3[CH:30]=[CH:29][CH:28]=[CH:27][C:14]=3[C:15]=2[NH:16][C:17](=[O:26])[CH2:18][CH2:19][CH2:20][CH2:21][C:22]([O:24]C)=[O:23])=[O:10])=[N:6][CH:7]=1.[OH-].[Na+].Cl>CO.O>[Cl:1][C:2]1[CH:3]=[CH:4][C:5]([NH:8][C:9]([C:11]2[O:12][C:13]3[CH:30]=[CH:29][CH:28]=[CH:27][C:14]=3[C:15]=2[NH:16][C:17](=[O:26])[CH2:18][CH2:19][CH2:20][CH2:21][C:22]([OH:24])=[O:23])=[O:10])=[N:6][CH:7]=1 |f:1.2|. Procedure details: Methyl 6-[(2-{[(5-chloropyridin-2-yl)amino]-carbonyl}benzofuran-3-yl)amino]-6-oxohexanoate (4.30 g) obtained in Example 10(1) is suspended in methanol (5 m), and thereto is added at room temperature 2N aqueous sodium hydroxide solution (30 ml). The mixture is stirred at room temperature for 4 hours, and at 50° C. for 2 hours. The reaction solution is diluted with water and acidified by addition of 10% hydrochloric acid under ice-cooling, and the precipitates are collected by filtration and dried... Starting materials: C=COc1ccc(F)cc1Br, CC[Zn]CC, CC(Cl)Cl, ICI. Yields the product Fc1ccc(OC2CC2)c(Br)c1. Reaction SMILES: [Br:6][c:7]1[c:8]([O:14][CH:15]=[CH2:16])[cH:9][cH:10][c:11]([F:13])[cH:12]1.[CH2:1]([Zn:2][CH2:3][CH3:4])[CH3:5].[Cl:20][CH:21]([Cl:22])[CH3:23].[I:17][CH2:18][I:19]>>[CH2:1]1[CH:15]([O:14][c:8]2[c:7]([Br:6])[cH:12][c:11]([F:13])[cH:10][cH:9]2)[CH2:16]1.